From a dataset of the Open Reaction Database (ORD), a public repository of structured organic reaction records. describe an organic reaction: reactants, conditions, products, and yield Reactants: CCO, CC[O-], ClCc1ccccc1, CCOC(=O)c1c[nH]nc1N, [Na+], [Na]. Yields the product CCOC(=O)c1cn(Cc2ccccc2)nc1N. Reaction SMILES: [CH3:25][CH2:26][OH:27].[CH3:3][CH2:4][O-:5].[Cl:17][CH2:18][c:19]1[cH:20][cH:21][cH:22][cH:23][cH:24]1.[NH2:6][c:7]1[n:8][nH:9][cH:10][c:11]1[C:12](=[O:13])[O:14][CH2:15][CH3:16].[Na+:2].[Na:1]>>[NH2:6][c:7]1[n:8][n:9]([CH2:18][c:19]2[cH:20][cH:21][cH:22][cH:23][cH:24]2)[cH:10][c:11]1[C:12](=[O:13])[O:14][CH2:15][CH3:16]. The reactants are O=C([O-])[O-], COc1cc2nccc(Oc3cc4ccccc4nc3C)c2cc1O, CN(C)C=O, ClCCBr, [K+], [K+], O. Product: COc1cc2nccc(Oc3cc4ccccc4nc3C)c2cc1OCCCl. RXN SMILES: [C:30](=[O:31])([O-:32])[O-:33].[CH3:1][O:2][c:3]1[c:4]([OH:25])[cH:5][c:6]2[c:7]([O:13][c:14]3[c:15]([CH3:24])[n:16][c:17]4[cH:18][cH:19][cH:20][cH:21][c:22]4[cH:23]3)[cH:8][cH:9][n:10][c:11]2[cH:12]1.[CH3:37][N:38]([CH3:39])[CH:40]=[O:41].[Cl:26][CH2:27][CH2:28][Br:29].[K+:34].[K+:35].[OH2:36]>>[CH3:1][O:2][c:3]1[c:4]([O:25][CH2:28][CH2:27][Cl:26])[cH:5][c:6]2[c:7]([O:13][c:14]3[c:15]([CH3:24])[n:16][c:17]4[cH:18][cH:19][cH:20][cH:21][c:22]4[cH:23]3)[cH:8][cH:9][n:10][c:11]2[cH:12]1. The reactants are C(C1CO1)OC1=CC=CC=C1 (Phenyl glycidyl ether), NCCNC=1C(N(C(N(C1C)C)=O)C)=O (5-(2-aminoethylamino)-1,3,6-trimethylpyrimidine-2,4(1H,3H)-dione). Conditions: time 24 hour. Yields the product O(C1=CC=CC=C1)CC(CNCCNC=1C(N(C(N(C1C)C)=O)C)=O)O (1-Phenoxy-3-[2-(1,3,6-trimethylpyrimidine-2,4-dion-5-ylamino)-ethylamino]-propan-2-ol). Reaction SMILES: [CH2:1]([O:5][C:6]1[CH:11]=[CH:10][CH:9]=[CH:8][CH:7]=1)[CH:2]1[O:4][CH2:3]1.[NH2:12][CH2:13][CH2:14][NH:15][C:16]1[C:17](=[O:26])[N:18]([CH3:25])[C:19](=[O:24])[N:20]([CH3:23])[C:21]=1[CH3:22]>>[O:5]([CH2:1][CH:2]([OH:4])[CH2:3][NH:12][CH2:13][CH2:14][NH:15][C:16]1[C:17](=[O:26])[N:18]([CH3:25])[C:19](=[O:24])[N:20]([CH3:23])[C:21]=1[CH3:22])[C:6]1[CH:11]=[CH:10][CH:9]=[CH:8][CH:7]=1. Procedure details: 2.43 g. Phenyl glycidyl ether and 5.15 g. 5-(2-aminoethylamino)-1,3,6-trimethylpyrimidine-2,4(1H,3H)-dione are left to stand for 24 hours at ambient temperature, whereupon the reaction mixture is separated with silica gel using, as elution agent, methylene chloride-ammoniacal methanol (95:5 v/v). The yellowish oil obtained by evaporation of the pure fractions is triturated with ethyl acetate. After subsequent recrystallization from ethyl acetate, there are obtained 2.55 g. (43% of theory) of the...